From a dataset of the Open Reaction Database (ORD), a public repository of structured organic reaction records. describe an organic reaction: reactants, conditions, products, and yield The product is N#Cc1cc(Cl)c(C(=O)Nc2ccnc(Cl)c2[N+](=O)[O-])c(Cl)c1. As a reaction SMILES: [Cl:14][c:15]1[c:16]([C:17](=[O:18])[Cl:19])[c:20]([Cl:26])[cH:21][c:22]([C:24]#[N:25])[cH:23]1.[Cl:3][c:4]1[n:5][cH:6][cH:7][c:8]([NH2:13])[c:9]1[N+:10](=[O:11])[O-:12].[H-:2].[Na+:1].[O:27]=[CH:28][N:29]([CH3:30])[CH3:31]>>[Cl:3][c:4]1[n:5][cH:6][cH:7][c:8]([NH:13][C:17]([c:16]2[c:15]([Cl:14])[cH:23][c:22]([C:24]#[N:25])[cH:21][c:20]2[Cl:26])=[O:18])[c:9]1[N+:10](=[O:11])[O-:12]. Reactants: N#Cc1cc(Cl)c(C(=O)Cl)c(Cl)c1, Nc1ccnc(Cl)c1[N+](=O)[O-], [H-], [Na+], CN(C)C=O. Reaction SMILES: Br[C:2]1[CH:3]=[N:4][C:5]2[C:10]([CH:11]=1)=[CH:9][CH:8]=[CH:7][CH:6]=2.[CH2:12]([Li])[CH2:13][CH2:14]C.C(Br)C=C.[Cl-].[NH4+]>CCCCCC.C(OCC)(=O)C.[Cu]I.C(OCC)C>[CH2:14]([C:2]1[CH:3]=[N:4][C:5]2[C:10]([CH:11]=1)=[CH:9][CH:8]=[CH:7][CH:6]=2)[CH:13]=[CH2:12] |f:3.4|. Reaction conditions: temperature -78 celsius, time 30 minute. The product is C(C=C)C=1C=NC2=CC=CC=C2C1 (3-allylquinoline). Solvent: C(C)(=O)OCC (ethyl acetate), C(C)OCC (diethyl ether), CCCCCC (hexane). Procedure: In an amount of 24.8 mg of copper(I) iodide was added with 9 ml of diethyl ether and 343.5 μl of 3-bromoquinoline, then added dropwise with 1.6 ml of a 1.57 M solution of n-butyllithium in hexane at −78° C., and stirred at −78° C. for 30 minutes. This reaction mixture was added with 71.4 μl of allyl bromide, stirred at −78° C. for 30 minutes, then warmed to 0° C., added with 20 ml of saturated aqueous ammonium chloride, diluted with 20 ml of ethyl acetate, and successively washed twice with 20 m... Starting materials: C(C=C)Br (allyl bromide), BrC=1C=NC2=CC=CC=C2C1 (3-bromoquinoline), [Cl-].[NH4+] (ammonium chloride), solution, C(CCC)[Li] (n-butyllithium). Reagents/catalysts: [Cu]I (copper(I) iodide). Reactants: CCN=C=NCCCN(C)C, CCN(C(C)C)C(C)C, O=C(O)CNC(=O)c1cc2cc(Cl)ncc2[nH]1, Nc1ccccc1, CN(C)C=O, On1nnc2ccccc21. Yields the product O=C(CNC(=O)c1cc2cc(Cl)ncc2[nH]1)Nc1ccccc1. RXN SMILES: [CH3:44][CH2:45][N:46]=[C:47]=[N:48][CH2:49][CH2:50][CH2:51][N:52]([CH3:53])[CH3:54].[CH:35]([N:36]([CH2:37][CH3:38])[CH:39]([CH3:40])[CH3:41])([CH3:42])[CH3:43].[Cl:1][c:2]1[cH:3][c:4]2[c:5]([cH:6][n:7]1)[nH:8][c:9]([C:11](=[O:12])[NH:13][CH2:14][C:15](=[O:16])[OH:17])[cH:10]2.[NH2:18][c:19]1[cH:20][cH:21][cH:22][cH:23][cH:24]1.[O:55]=[CH:56][N:57]([CH3:58])[CH3:59].[OH:25][n:26]1[c:27]2[c:28]([cH:29][cH:30][cH:31][cH:32]2)[n:33][n:34]1>>[Cl:1][c:2]1[cH:3][c:4]2[c:5]([cH:6][n:7]1)[nH:8][c:9]([C:11](=[O:12])[NH:13][CH2:14][C:15](=[O:17])[NH:18][c:19]1[cH:20][cH:21][cH:22][cH:23][cH:24]1)[cH:10]2. The reactants are O=C(CBr)c1ccc(Cl)cc1, CCOC(C)=O, [H-], [Na+], CN(C)C=O, O, O=C1CSC(=O)N1. Yields the product O=C(CN1C(=O)CSC1=O)c1ccc(Cl)cc1. As a reaction SMILES: [Br:10][CH2:11][C:12](=[O:13])[c:14]1[cH:15][cH:16][c:17]([Cl:20])[cH:18][cH:19]1.[CH3:21][CH2:22][O:23][C:24](=[O:25])[CH3:26].[H-:1].[Na+:2].[O:27]=[CH:28][N:29]([CH3:30])[CH3:31].[OH2:32].[S:3]1[C:4](=[O:9])[NH:5][C:6](=[O:8])[CH2:7]1>>[S:3]1[C:4](=[O:9])[N:5]([CH2:11][C:12](=[O:13])[c:14]2[cH:15][cH:16][c:17]([Cl:20])[cH:18][cH:19]2)[C:6](=[O:8])[CH2:7]1. The reactants are CC=1C=CC=C2C=CNC(C12)=O (8-methylisoquinolin-1(2H)-one). Reagents/catalysts: [Pd] (Pd/C). Run in CO (MeOH). Run at time 48 hour. Product: CC=1C=CC=C2CCNC(C12)=O (8-methyl-3,4-dihydroisoquinolin-1(2H)-one). The yield is 98.6%. Reaction SMILES: [CH3:1][C:2]1[CH:3]=[CH:4][CH:5]=[C:6]2[C:11]=1[C:10](=[O:12])[NH:9][CH:8]=[CH:7]2>CO.[Pd]>[CH3:1][C:2]1[CH:3]=[CH:4][CH:5]=[C:6]2[C:11]=1[C:10](=[O:12])[NH:9][CH2:8][CH2:7]2. Procedure: A mixture of 8-methylisoquinolin-1(2H)-one (76a, 1 g, 6.29 mmol) and 10% Pd/C (0.5 g) in MeOH (20 mL) was hydrogenated under H2 (60 psi) at 80° C. for 48 hours. The reaction mixture was filtered and the solids were washed with MeOH (2×20 mL). The filtrate was concentrated under vacuum to give 8-methyl-3,4-dihydroisoquinolin-1(2H)-one (76b, 1 g, ˜100%) as a gray solid.